This data is from the Open Reaction Database (ORD), a public repository of structured organic reaction records. The task is: describe an organic reaction: reactants, conditions, products, and yield The product is Cc1ccc(Br)c(S(=O)O)c1. The reactants are Cc1ccc(Br)c(S(=O)(=O)Cl)c1, [Na+], [Na+], [Na+], [OH-], O, O=S([O-])[O-]. Reaction SMILES: [Br:7][c:8]1[c:9]([S:15](=[O:16])(=[O:17])[Cl:18])[cH:10][c:11]([CH3:14])[cH:12][cH:13]1.[Na+:20].[Na+:5].[Na+:6].[OH-:19].[OH2:21].[S:1]([O-:2])([O-:3])=[O:4]>>[Br:7][c:8]1[c:9]([S:15](=[O:16])[OH:17])[cH:10][c:11]([CH3:14])[cH:12][cH:13]1. Starting materials: CCO, Cc1ccc(C(=O)O)nc1Cl, [Na+], [Na+], O, O=S([O-])[O-]. Yields the product Cc1ccc(C(=O)O)nc1S(=O)(=O)O. Reaction SMILES: [CH3:19][CH2:20][OH:21].[Cl:1][c:2]1[c:3]([CH3:11])[cH:4][cH:5][c:6]([C:8](=[O:9])[OH:10])[n:7]1.[Na+:16].[Na+:17].[OH2:18].[S:12](=[O:13])([O-:14])[O-:15]>>[c:2]1([S:12](=[O:13])(=[O:14])[OH:15])[c:3]([CH3:11])[cH:4][cH:5][c:6]([C:8](=[O:9])[OH:10])[n:7]1. Reaction conditions: time 16 hour. As a reaction SMILES: [Cl:1][C:2]1[C:11]([OH:12])=[C:10]([Cl:13])[CH:9]=[CH:8][C:3]=1[C:4]([O:6][CH3:7])=[O:5].C(=O)([O-])[O-].[K+].[K+].[F:20][C:21]([F:36])([C:32]([F:35])([F:34])[F:33])[C:22]([F:31])([F:30])[C:23]([F:29])([F:28])[S:24](Cl)(=[O:26])=[O:25]>C(#N)C>[Cl:1][C:2]1[C:11]([O:12][S:24]([C:23]([F:28])([F:29])[C:22]([F:30])([F:31])[C:21]([F:20])([F:36])[C:32]([F:35])([F:34])[F:33])(=[O:26])=[O:25])=[C:10]([Cl:13])[CH:9]=[CH:8][C:3]=1[C:4]([O:6][CH3:7])=[O:5] |f:1.2.3|. Yields the product ClC1=C(C(=O)OC)C=CC(=C1OS(=O)(=O)C(C(C(C(F)(F)F)(F)F)(F)F)(F)F)Cl (methyl 2,4-dichloro-3-(nonafluoro-n-butylsulfonyloxy)benzoate). The yield is 16.2%. Starting materials: ClC1=C(C(=O)OC)C=CC(=C1O)Cl (methyl 2,4-dichloro-3-hydroxybenzoate), C([O-])([O-])=O.[K+].[K+] (potassium carbonate), FC(C(C(S(=O)(=O)Cl)(F)F)(F)F)(C(F)(F)F)F (nonafluoro-n-butanesulfonyl chloride). Procedure details: 9.5 g (43.0 mmol) of methyl 2,4-dichloro-3-hydroxybenzoate in 240 ml of acetonitrile were admixed with 8.6 g (62.2 mmol) of potassium carbonate and then with 9.5 ml (52.8 mmol) of nonafluoro-n-butanesulfonyl chloride. The reaction mixture was stirred at room temperature (RT) for 16 h. For workup, the contents were poured onto ice-water and the mixture was extracted with ethyl acetate. The organic phase was dried and the filtrate was freed of the solvent on a rotary evaporator. The residue was pu... Run in C(C)#N (acetonitrile). Reactants: Nc1ncc(-c2ccc(Br)cc2)cn1, O=C([O-])[O-], CC(=O)[O-], CC(=O)[O-], C1CNCCN1, [Cs+], [Cs+], C1COCCO1, O, [Pd+2]. Product: Nc1ncc(-c2ccc(N3CCNCC3)cc2)cn1. RXN SMILES: [Br:1][c:2]1[cH:3][cH:4][c:5](-[c:8]2[cH:9][n:10][c:11]([NH2:14])[n:12][cH:13]2)[cH:6][cH:7]1.[C:15](=[O:16])([O-:17])[O-:18].[C:34]([O-:35])(=[O:36])[CH3:37].[C:39]([O-:40])(=[O:41])[CH3:42].[CH2:21]1[CH2:22][NH:23][CH2:24][CH2:25][NH:26]1.[Cs+:19].[Cs+:20].[O:27]1[CH2:28][CH2:29][O:30][CH2:31][CH2:32]1.[OH2:33].[Pd+2:38]>>[c:2]1([N:23]2[CH2:22][CH2:21][NH:26][CH2:25][CH2:24]2)[cH:3][cH:4][c:5](-[c:8]2[cH:9][n:10][c:11]([NH2:14])[n:12][cH:13]2)[cH:6][cH:7]1. Reactants: CC[N+](=O)[O-], CC(N)=O, BrC1CCCCC1. Yields the product CC(=O)NC1CCCCC1. Reaction SMILES: [CH3:12][CH2:13][N+:14](=[O:15])[O-:16].[CH3:1][C:2]([NH2:3])=[O:4].[CH:5]1([Br:11])[CH2:6][CH2:7][CH2:8][CH2:9][CH2:10]1>>[CH3:1][C:2]([NH:3][CH:5]1[CH2:6][CH2:7][CH2:8][CH2:9][CH2:10]1)=[O:4]. Reactants: CNC (dimethylamine), ClC1=CC=C(C=C1)C1=NC=2C(=NC=CC2)N1CC(=O)O (2-(4-chlorophenyl)-3H-imidazo[4,5-b]pyridine-3-acetic acid). Run in O1CCCC1 (tetrahydrofuran), O1CCCC1 (tetrahydrofuran). Reaction conditions: time 3 hour. Yields the product ClC1=CC=C(C=C1)C1=NC=2C(=NC=CC2)N1CC(=O)N(C)C (2-(4-Chlorophenyl)-N,N-dimethyl-3H-imidazo[4,5-b]pyridine-3-acetamide). Yield: 76.2%. As a reaction SMILES: [Cl:1][C:2]1[CH:7]=[CH:6][C:5]([C:8]2[N:16]([CH2:17][C:18]([OH:20])=O)[C:11]3=[N:12][CH:13]=[CH:14][CH:15]=[C:10]3[N:9]=2)=[CH:4][CH:3]=1.[CH3:21][NH:22][CH3:23]>O1CCCC1>[Cl:1][C:2]1[CH:3]=[CH:4][C:5]([C:8]2[N:16]([CH2:17][C:18]([N:22]([CH3:23])[CH3:21])=[O:20])[C:11]3=[N:12][CH:13]=[CH:14][CH:15]=[C:10]3[N:9]=2)=[CH:6][CH:7]=1. Procedure: A suspension of 2-(4-chlorophenyl)-3H-imidazo[4,5-b]pyridine-3-acetic acid (3.0 g, 0.010 mole) 1,1'-carbonyldiimidazole (1.7 g, 0.010 mole) and dry tetrahydrofuran (150 ml) was stirred for 3 hrs. at room temperature with a stream of nitrogen bubbling through it. A solution of 1.0 g of dimethylamine in 25 ml of tetrahydrofuran was added and the reaction container was stoppered and the mixture was stirred overnight at room temperature. The tetrahydrofuran was evaporated and the residue triturated ... The reactants are CI, CC(C)=O, Cn1cc([N+](=O)[O-])c(NC(=O)C(F)(F)F)n1, [K+], [OH-]. Product: CNc1nn(C)cc1[N+](=O)[O-]. As a reaction SMILES: [CH3:17][I:18].[CH3:21][C:22](=[O:23])[CH3:24].[F:1][C:2]([C:3]([NH:5][c:6]1[n:7][n:8]([CH3:14])[cH:9][c:10]1[N+:11](=[O:12])[O-:13])=[O:16])([F:4])[F:15].[K+:20].[OH-:19]>>[CH3:3][NH:5][c:6]1[n:7][n:8]([CH3:14])[cH:9][c:10]1[N+:11](=[O:12])[O-:13]. Reactants: CCN=C=NCCCN(C)C, CCN(C(C)C)C(C)C, Cl, NCC(=O)N1CCN(C(=O)c2cc(F)ccc2C(F)(F)F)CC1, CN(C)C=O, O, On1nnc2ccccc21, O=C(O)c1cn(-c2ccccn2)nn1. Product: O=C(NCC(=O)N1CCN(C(=O)c2cc(F)ccc2C(F)(F)F)CC1)c1cn(-c2ccccn2)nn1. Reaction SMILES: [CH3:34][CH2:35][N:36]=[C:37]=[N:38][CH2:39][CH2:40][CH2:41][N:42]([CH3:43])[CH3:44].[CH:1]([N:2]([CH2:3][CH3:4])[CH:5]([CH3:6])[CH3:7])([CH3:8])[CH3:9].[ClH:45].[NH2:46][CH2:47][C:48](=[O:49])[N:50]1[CH2:51][CH2:52][N:53]([C:56]([c:57]2[c:58]([C:64]([F:65])([F:66])[F:67])[cH:59][cH:60][c:61]([F:63])[cH:62]2)=[O:68])[CH2:54][CH2:55]1.[O:69]=[CH:70][N:71]([CH3:72])[CH3:73].[OH2:74].[OH:24][n:25]1[c:26]2[c:27]([cH:28][cH:29][cH:30][cH:31]2)[n:32][n:33]1.[n:10]1[c:11](-[n:16]2[n:17][n:18][c:19]([C:21](=[O:22])[OH:23])[cH:20]2)[cH:12][cH:13][cH:14][cH:15]1>>[n:10]1[c:11](-[n:16]2[n:17][n:18][c:19]([C:21](=[O:23])[NH:46][CH2:47][C:48](=[O:49])[N:50]3[CH2:51][CH2:52][N:53]([C:56]([c:57]4[c:58]([C:64]([F:65])([F:66])[F:67])[cH:59][cH:60][c:61]([F:63])[cH:62]4)=[O:68])[CH2:54][CH2:55]3)[cH:20]2)[cH:12][cH:13][cH:14][cH:15]1. Reactants: CN(C)C=O, CCCCCC, CC(C)=O, CCCCCC, CS(=O)(=O)OCCCCn1cccc1CC#N, [Cl-], [H-], [Na+], [Na+]. Yields the product N#CC1CCCCn2cccc21. RXN SMILES: [CH3:28][N:29]([CH3:30])[CH:31]=[O:32].[CH3:33][CH2:34][CH2:35][CH2:36][CH2:37][CH3:38].[CH3:39][C:40]([CH3:41])=[O:42].[CH3:3][CH2:4][CH2:5][CH2:6][CH2:7][CH3:8].[CH3:9][S:10]([O:11][CH2:14][CH2:15][CH2:16][CH2:17][n:18]1[c:19]([CH2:23][C:24]#[N:25])[cH:20][cH:21][cH:22]1)(=[O:12])=[O:13].[Cl-:27].[H-:1].[Na+:26].[Na+:2]>>[CH2:14]1[CH2:15][CH2:16][CH2:17][n:18]2[c:19]([cH:20][cH:21][cH:22]2)[CH:23]1[C:24]#[N:25]. The reactants are CC(C)(C)[O-].[K+] (t-BuOK), COC(C1=C(C(=CC(=C1)Cl)C#CC)N)=O (2-amino-5-chloro-3-prop-1-ynylbenzoic acid methyl ester), O (Water), CCOC(=O)C (EtOAc). The solvent is CN1CCCC1=O (NMP), CN1CCCC1=O (NMP). Reaction conditions: time 1 hour. Yields the product COC(=O)C=1C=C(C=C2C=C(NC12)C)Cl (5-chloro-2-methyl-1H-indole-7-carboxylic acid methyl ester). The yield is 53.2%. As a reaction SMILES: CC([O-])(C)C.[K+].[CH3:7][O:8][C:9](=[O:21])[C:10]1[CH:15]=[C:14]([Cl:16])[CH:13]=[C:12]([C:17]#[C:18][CH3:19])[C:11]=1[NH2:20].O.CCOC(C)=O>CN1C(=O)CCC1>[CH3:7][O:8][C:9]([C:10]1[CH:15]=[C:14]([Cl:16])[CH:13]=[C:12]2[C:11]=1[NH:20][C:18]([CH3:19])=[CH:17]2)=[O:21] |f:0.1|. Procedure details: To a cold (−10° C.) solution of t-BuOK (30 mg, 0.27 mmol) in 4 ml NMP was added a solution of 2-amino-5-chloro-3-prop-1-ynylbenzoic acid methyl ester (46 mg, 0.21 mmol) in NMP (2 ml). The reaction mixture was slowly warmed to rt and stirring was continued for 1 h. Water and EtOAc were added and organic phase was separated, washed with brine, dried (MgSO4), filtered and concentrated in vacuo to give a residue which was purified by flash column chromatography (9:1 cyclohexane:EtOAc) to give 5-chlo...